Dataset: the Open Reaction Database (ORD), a public repository of structured organic reaction records. Task: describe an organic reaction: reactants, conditions, products, and yield Starting materials: C([O-])([O-])=O.[K+].[K+] (potassium carbonate), C(C)OC(CCCN)=O (ethyl-4-aminobutyrate), C(N)(=O)[C@@H](CC)OS(=O)(=O)C (methanesulfonic acid (R)-1-carbamoyl-propyl ester). The solvent is C(C)#N (acetonitrile). Conditions: temperature 80 celsius. The product is C(C)OC(CCCN[C@@H](CC)C(N)=O)=O (ethyl-(S)-4-(1-carbamoylpropylamino)butyrate). RXN SMILES: C(=O)([O-])[O-].[K+].[K+].[CH2:7]([O:9][C:10](=[O:15])[CH2:11][CH2:12][CH2:13][NH2:14])[CH3:8].[C:16]([C@H:19](OS(C)(=O)=O)[CH2:20][CH3:21])(=[O:18])[NH2:17]>C(#N)C>[CH2:7]([O:9][C:10](=[O:15])[CH2:11][CH2:12][CH2:13][NH:14][C@H:19]([C:16](=[O:18])[NH2:17])[CH2:20][CH3:21])[CH3:8] |f:0.1.2|. Reported procedure: A mixture of powdered potassium carbonate (14.0 g, 96.2 mmol, 5 equiv.), ethyl-4-aminobutyrate (IVb) (6.5 g, 38.6 mmol, 2 equiv.) and methanesulfonic acid (R)-1-carbamoyl-propyl ester (IIi) (3.5 g, 19.3 mmol, 1 equiv.) in acetonitrile (40 ml, 11 vol.) is heated to 80° C. for 17 hours. The mixture is then filtered and the cake rinsed with acetonitrile (30 ml). Combined filtrates are concentrated to dryness under reduced pressure. The crude methyl-(S)-4-(1-carbamoylpropylamino)butyrate (VIg) obtai... Starting materials: CC(C)(C)[O-].[Na+] (sodium 2-methylpropan-2-olate), IC1=C2C(=NC=C1)C=NN2C(C)C (7-Iodo-1-isopropyl-1H-pyrazolo[4,3-b]pyridine), CC1(C2=CC=CC(=C2OC=2C(=CC=CC12)P(C1=CC=CC=C1)C1=CC=CC=C1)P(C1=CC=CC=C1)C1=CC=CC=C1)C ((9,9-dimethyl-9H-xanthene-4,5-diyl)bis(diphenylphosphine)), FC=1C(=NC(=CC1)C)C1=NC=CC(=C1)N (3′-fluoro-6′-methyl-2,2′-bipyridin-4-amine), NH4HCO3, NH4HCO3. Reagents/catalysts: C=1C=CC(=CC1)/C=C/C(=O)/C=C/C2=CC=CC=C2.C=1C=CC(=CC1)/C=C/C(=O)/C=C/C2=CC=CC=C2.C=1C=CC(=CC1)/C=C/C(=O)/C=C/C2=CC=CC=C2.[Pd].[Pd] (Tris(dibenzylideneacetone)dipalladium(0)). Solvent: O1CCOCC1 (dioxane), O.C(C)#N (water acetonitrile), O (water). Run at temperature 120 celsius. The product is FC=1C(=NC(=CC1)C)C1=NC=CC(=C1)NC1=C2C(=NC=C1)C=NN2C(C)C (N-(3′-fluoro-6′-methyl-2,2′-bipyridin-4-yl)-1-isopropyl-1H-pyrazolo[4,3-b]pyridin-7-amine). The yield is 23.0%. As a reaction SMILES: I[C:2]1[CH:7]=[CH:6][N:5]=[C:4]2[CH:8]=[N:9][N:10]([CH:11]([CH3:13])[CH3:12])[C:3]=12.CC1(C)C2C=CC=C(P(C3C=CC=CC=3)C3C=CC=CC=3)C=2OC2C1=CC=CC=2P(C1C=CC=CC=1)C1C=CC=CC=1.[F:56][C:57]1[C:58]([C:64]2[CH:69]=[C:68]([NH2:70])[CH:67]=[CH:66][N:65]=2)=[N:59][C:60]([CH3:63])=[CH:61][CH:62]=1.CC([O-])(C)C.[Na+]>O1CCOCC1.O.C(#N)C.O.C1C=CC(/C=C/C(/C=C/C2C=CC=CC=2)=O)=CC=1.C1C=CC(/C=C/C(/C=C/C2C=CC=CC=2)=O)=CC=1.C1C=CC(/C=C/C(/C=C/C2C=CC=CC=2)=O)=CC=1.[Pd].[Pd]>[F:56][C:57]1[C:58]([C:64]2[CH:69]=[C:68]([NH:70][C:2]3[CH:7]=[CH:6][N:5]=[C:4]4[CH:8]=[N:9][N:10]([CH:11]([CH3:13])[CH3:12])[C:3]=34)[CH:67]=[CH:66][N:65]=2)=[N:59][C:60]([CH3:63])=[CH:61][CH:62]=1 |f:3.4,6.7,9.10.11.12.13|. Procedure details: 7-Iodo-1-isopropyl-1H-pyrazolo[4,3-b]pyridine (24 mg, 0.084 mmol), Tris(dibenzylideneacetone)dipalladium(0) (2.82 mg, 3.08 μmol), (9,9-dimethyl-9H-xanthene-4,5-diyl)bis(diphenylphosphine) (17.80 mg, 0.031 mmol), 3′-fluoro-6′-methyl-2,2′-bipyridin-4-amine (25 mg, 0.123 mmol) and sodium 2-methylpropan-2-olate (35.5 mg, 0.369 mmol) were combined in dioxane (5 mL). The mixture was heated at 120° C. for 2 hours, then cooled and purified by preparative HPLC using a Phenomenex Gemini Prep 5 μm C18, 75×... Starting materials: CCOP(=O)(CC#N)OCC, Cc1oc(COc2ccccc2C=CC=O)nc1-c1ccccc1. Product: Cc1oc(COc2ccccc2C=CC=CC#N)nc1-c1ccccc1. RXN SMILES: [C:25](#[N:26])[CH2:27][P:28](=[O:29])([O:30][CH2:31][CH3:32])[O:33][CH2:34][CH3:35].[CH3:1][c:2]1[c:3](-[c:19]2[cH:20][cH:21][cH:22][cH:23][cH:24]2)[n:4][c:5]([CH2:7][O:8][c:9]2[c:10]([CH:15]=[CH:16][CH:17]=[O:18])[cH:11][cH:12][cH:13][cH:14]2)[o:6]1>>[CH3:1][c:2]1[c:3](-[c:19]2[cH:20][cH:21][cH:22][cH:23][cH:24]2)[n:4][c:5]([CH2:7][O:8][c:9]2[c:10]([CH:15]=[CH:16][CH:17]=[CH:27][C:25]#[N:26])[cH:11][cH:12][cH:13][cH:14]2)[o:6]1. The reactants are CNCCN (N1-methyl-ethane-1,2-diamine), C(C1=CC=CC=C1)(C1=CC=CC=C1)(C1=CC=CC=C1)Cl (trityl-chloride). Solvent: CN(C)C=O (DMF), CN(C)C=O (DMF). Reaction conditions: time 8 hour. Product: CNCCNC(C1=CC=CC=C1)(C1=CC=CC=C1)C1=CC=CC=C1 (N-Methyl-N′-trityl-ethane-1,2-diamine). Yield: 11.2%. RXN SMILES: [CH3:1][NH:2][CH2:3][CH2:4][NH2:5].[C:6](Cl)([C:19]1[CH:24]=[CH:23][CH:22]=[CH:21][CH:20]=1)([C:13]1[CH:18]=[CH:17][CH:16]=[CH:15][CH:14]=1)[C:7]1[CH:12]=[CH:11][CH:10]=[CH:9][CH:8]=1>CN(C=O)C>[CH3:1][NH:2][CH2:3][CH2:4][NH:5][C:6]([C:7]1[CH:12]=[CH:11][CH:10]=[CH:9][CH:8]=1)([C:19]1[CH:20]=[CH:21][CH:22]=[CH:23][CH:24]=1)[C:13]1[CH:14]=[CH:15][CH:16]=[CH:17][CH:18]=1. Procedure: To a solution of 5 g (67.45 mmol) N1-methyl-ethane-1,2-diamine in 50 mL DMF a solution of 16.72 g (60 mmol) trityl-chloride in 50 mL DMF was added slowly over a period of 10 minutes at room temperature. The mixture was stirred overnight then it was evaporated to dryness, the oil was dissolved in 100 mL ethylacetate, was washed three times with water, dried with sodium sulfate then was evaporated. The components of the oil were separated on a silicagel column using chloroform-methanol gradient el...